This data is from the Open Reaction Database (ORD), a public repository of structured organic reaction records. The task is: describe an organic reaction: reactants, conditions, products, and yield The reactants are COC(=O)C1=NC(=NC(=C1)C)Cl (methyl-2-chloro-6-methylpyrimidine-4-carboxylate), aq. solution, [OH-].[Na+] (NaOH), Cl (HCl). Solvent: C(C)#N (acetonitrile). Conditions: temperature 0 celsius, time 1 hour. The product is ClC1=NC(=CC(=N1)C(=O)O)C (2-chloro-6-methylpyrimidine-4-carboxylic acid). The yield is 76.1%. RXN SMILES: C[O:2][C:3]([C:5]1[CH:10]=[C:9]([CH3:11])[N:8]=[C:7]([Cl:12])[N:6]=1)=[O:4].[OH-].[Na+].Cl>C(#N)C>[Cl:12][C:7]1[N:6]=[C:5]([C:3]([OH:4])=[O:2])[CH:10]=[C:9]([CH3:11])[N:8]=1 |f:1.2|. Procedure details: To a solution of commercially available methyl-2-chloro-6-methylpyrimidine-4-carboxylate (6.00 g, 32.15 mmol) in acetonitrile (500 mL), 1M aq. solution of NaOH (48.2 mL) is added at 0° C. The mixture is stirred at 0° C. for 1 h then acidified with 25% aq. HCl (7 mL). Volatiles are evaporated and the aq. solution is extracted with ethylacetate, washed with brine, dried over Na2SO4, filtered and concentrated to give 2-chloro-6-methylpyrimidine-4-carboxylic acid (4.22 g) as a yellow crystalline sol... The reactants are CC(CC(C)=O)(C[N+](=O)[O-])C (4,4-Dimethyl-5-nitropentan-2-one), [N+](=O)([O-])CC(CCC)=O (nitropentanone), N(=NC(=O)OCC)C(=O)OCC (Diethyl azodicarboxylate), C(CCC)P(CCCC)CCCC (tributylphosphine). Reaction conditions: temperature 0 celsius, time 1 hour. Yields the product CC(C#N)(CC(C)=O)C (2,2-dimethyl-4-oxopentanenitrile). RXN SMILES: [CH3:1][C:2]([CH3:11])([CH2:7][N+:8]([O-])=O)[CH2:3][C:4](=[O:6])[CH3:5].[N+](CC(=O)CCC)([O-])=O.N(C(OCC)=O)=NC(OCC)=O.C(P(CCCC)CCCC)CCC>>[CH3:1][C:2]([CH3:11])([CH2:3][C:4](=[O:6])[CH3:5])[C:7]#[N:8]. Procedure: 4,4-Dimethyl-5-nitropentan-2-one was made according to the literature procedure; see Kloetzel, M. C. J. Am. Chem. Soc., 69, pp. 2271-2275 (1947). Under a nitrogen atmosphere, a solution of nitropentanone (9.55 g, 60.0 mmol) was cooled to 0° C. Diethyl azodicarboxylate (11.5 g, 66 mmol) and tributylphosphine (26.71 g, 132 mmol) were sequentially added. The reaction was stirred for one hour at 0° C. and then for one hour at room temperature. The solvent was removed under reduced pressure, and the ... Reactants: C(C)(C)(C)OC(=O)NC(C(=O)OCC)C(=O)OCC (diethyl 2-(tert-butoxyformamido)malonate), [H-].[Na+] (sodium hydride), ClCC1=CN=CO1 (5-(chloromethyl)oxazole). Run in C(C)O (ethanol). Run at temperature 0 celsius, time 5 minute. Yields the product C(C)(C)(C)OC(=O)NC(C(=O)OCC)(C(=O)OCC)CC1=CN=CO1 (diethyl 2-(tert-butoxyformamido)-2-[(5-oxazolyl)methyl]malonate). As a reaction SMILES: [H-].[Na+].[C:3]([O:7][C:8]([NH:10][CH:11]([C:17]([O:19][CH2:20][CH3:21])=[O:18])[C:12]([O:14][CH2:15][CH3:16])=[O:13])=[O:9])([CH3:6])([CH3:5])[CH3:4].Cl[CH2:23][C:24]1[O:28][CH:27]=[N:26][CH:25]=1>C(O)C>[C:3]([O:7][C:8]([NH:10][C:11]([CH2:23][C:24]1[O:28][CH:27]=[N:26][CH:25]=1)([C:12]([O:14][CH2:15][CH3:16])=[O:13])[C:17]([O:19][CH2:20][CH3:21])=[O:18])=[O:9])([CH3:6])([CH3:4])[CH3:5] |f:0.1|. Reported procedure: 301 mg of a 60% dispersion of sodium hydride in mineral oil were added portionwise to 60 ml of anhydrous ethanol at 0° C. and the resulting suspension was stirred at 0° C. for 5 minutes. 1.88 g of diethyl 2-(tert-butoxyformamido)malonate were added and the mixture was warmed to room temperature. After stirring at room temperature for 10 minutes 805 mg of 5-(chloromethyl)oxazole were added. The mixture was stirred at room temperature for 30 minutes and at 60° C. for 1 hour. The solvent was evapor... Starting materials: CN1C=2C=CC(=CC2C2=C1NC(C1=CC=CC=C21)=O)Cl (7-methyl-10-chloro-7H-indolo(2,3-c)isoquinolin-5(6H)-one), [H-].[Na+] (sodium hydride), C(C)OCCBr (β-ethoxyethyl bromide). The product is CCOCCOC1=NC2=C(C3=CC=CC=C13)C=1C=C(C=CC1N2C)Cl (5-β-Ethoxyethyloxy-7-methyl-10-chloro-7H-indolo(2,3-c)isoquinoline). RXN SMILES: [CH3:1][N:2]1[C:10]2[NH:11][C:12](=[O:19])[C:13]3[C:18]([C:9]=2[C:8]2[CH:7]=[C:6]([Cl:20])[CH:5]=[CH:4][C:3]1=2)=[CH:17][CH:16]=[CH:15][CH:14]=3.[H-].[Na+].[CH2:23]([O:25][CH2:26][CH2:27]Br)[CH3:24]>>[CH3:24][CH2:23][O:25][CH2:26][CH2:27][O:19][C:12]1[C:13]2[C:18](=[CH:17][CH:16]=[CH:15][CH:14]=2)[C:9]2[C:8]3[CH:7]=[C:6]([Cl:20])[CH:5]=[CH:4][C:3]=3[N:2]([CH3:1])[C:10]=2[N:11]=1 |f:1.2|. Procedure: 5-β-Ethoxyethyloxy-7-methyl-10-chloro-7H-indolo(2,3-c)isoquinoline (melting point 93.5°-95.5° C.) is prepared from 7-methyl-10-chloro-7H-indolo(2,3-c)isoquinolin-5(6H)-one, sodium hydride and β-ethoxyethyl bromide by the method described in Example 8. Starting materials: 5, ClC1=CC=C(CC2=NC3=CC=C(C=C3C(=C2C(=O)N)O)C#CCO)C=C1 (4-chlorobenzyl-4-hydroxy-6-(3-hydroxy-1-propynyl)-3-quinolinecarboxamide), O (Water), C(=O)([O-])[O-].[K+].[K+] (K2CO3), Cl.ClCCN1CCCC1 (1-(2-chloroethyl)pyrrolidine hydrochloride). Solvent: CN(C)C=O (DMF). Reaction conditions: temperature 90 celsius. The product is ClC1=CC=C(CNC(=O)C2=CN(C3=CC=C(C=C3C2=O)C#CCO)CCN2CCCC2)C=C1 (N-(4-Chlorobenzyl)-6-(3-hydroxy-1-propynyl)-1-[2-(1-pyrolidinyl)ethyl]-4-oxo-1,4-dihydro-3-quinolinecarboxamide). Reaction SMILES: ClC1C=CC(C[C:7]2[C:16]([C:17]([NH2:19])=[O:18])=[C:15]([OH:20])[C:14]3[C:9](=[CH:10][CH:11]=[C:12]([C:21]#[C:22][CH2:23][OH:24])[CH:13]=3)[N:8]=2)=CC=1.C([O-])([O-])=O.[K+].[K+].[ClH:33].Cl[CH2:35][CH2:36][N:37]1[CH2:41][CH2:40][CH2:39][CH2:38]1.O>CN(C=O)C>[Cl:33][C:9]1[CH:14]=[CH:13][C:12]([CH2:21][NH:19][C:17]([C:16]2[C:15](=[O:20])[C:14]3[C:9](=[CH:10][CH:11]=[C:12]([C:21]#[C:22][CH2:23][OH:24])[CH:13]=3)[N:8]([CH2:35][CH2:36][N:37]3[CH2:41][CH2:40][CH2:39][CH2:38]3)[CH:7]=2)=[O:18])=[CH:11][CH:10]=1 |f:1.2.3,4.5|. Procedure details: A solution of N-(4-chlorobenzyl-4-hydroxy-6-(3-hydroxy-1-propynyl)-3-quinolinecarboxamide from Preparation No. 5 (0.458 g) is dissolved in DMF (10 mL), and K2CO3 (0.69 g) and 1-(2-chloroethyl)pyrrolidine hydrochloride (0.425 g) are added. The reaction mixture is heated to 90° C. for 3 h. Water is added and a dark solid formed, which is isolated by decanting the liquid. Column chromatography (elution with 1-5% MeOH/CHCl3) gave 0.17 g of a solid. Crystallization by dissolving in CH2Cl2 with a few ... Reactants: CCC(NC(=O)c1c(CBr)c(-c2ccccc2)nc2ccccc12)c1ccccc1, C1CCOC1, C[S-], CCOC(C)=O, [Na+]. Yields the product CCC(NC(=O)c1c(CSC)c(-c2ccccc2)nc2ccccc12)c1ccccc1. RXN SMILES: [Br:1][CH2:2][c:3]1[c:4](-[c:25]2[cH:26][cH:27][cH:28][cH:29][cH:30]2)[n:5][c:6]2[cH:7][cH:8][cH:9][cH:10][c:11]2[c:12]1[C:13](=[O:14])[NH:15][CH:16]([CH2:17][CH3:18])[c:19]1[cH:20][cH:21][cH:22][cH:23][cH:24]1.[CH2:34]1[O:35][CH2:36][CH2:37][CH2:38]1.[CH3:31][S-:32].[CH3:39][CH2:40][O:41][C:42]([CH3:43])=[O:44].[Na+:33]>>[CH2:2]([c:3]1[c:4](-[c:25]2[cH:26][cH:27][cH:28][cH:29][cH:30]2)[n:5][c:6]2[cH:7][cH:8][cH:9][cH:10][c:11]2[c:12]1[C:13](=[O:14])[NH:15][CH:16]([CH2:17][CH3:18])[c:19]1[cH:20][cH:21][cH:22][cH:23][cH:24]1)[S:32][CH3:31].